describe an organic reaction: reactants, conditions, products, and yield From a dataset of the Open Reaction Database (ORD), a public repository of structured organic reaction records. Reactants: CO, Cc1ccc([N+](=O)[O-])cc1C(=O)Nc1cnc2[nH]cnc2c1. Yields the product Cc1ccc(N)cc1C(=O)Nc1cnc2[nH]cnc2c1. Reaction SMILES: [CH3:23][OH:24].[n:1]1[cH:2][nH:3][c:4]2[n:5][cH:6][c:7]([NH:10][C:11]([c:12]3[c:13]([CH3:21])[cH:14][cH:15][c:16]([N+:18]([O-:19])=[O:20])[cH:17]3)=[O:22])[cH:8][c:9]12>>[n:1]1[cH:2][nH:3][c:4]2[n:5][cH:6][c:7]([NH:10][C:11]([c:12]3[c:13]([CH3:21])[cH:14][cH:15][c:16]([NH2:18])[cH:17]3)=[O:22])[cH:8][c:9]12. The reactants are solution, C[C@H](CCC(=O)NCCS(=O)(=O)[O-])[C@H]1CC[C@@H]2[C@@]1([C@H](C[C@H]3[C@H]2[C@@H](C[C@H]4[C@@]3(CC[C@H](C4)O)C)O)O)C.[Na+] (taurocholic acid), C(=O)(OC)CCCCCCC=1N=CSC1\C=C\C(CCCCC)O (4-(6-carbomethoxyhexyl)-5-(3-hydroxy-1-trans-octenyl)-thiazole), P(=O)([O-])([O-])[O-] (phosphate), [Na] (sodium), C(CC(O)(C(=O)O)CC(=O)O)(=O)O (citric acid). Run in CCCCCCC (n-heptane), C(C)(=O)OCC (ethyl acetate), C(C)(=O)OCC (ethyl acetate), O (water). Conditions: temperature 25 celsius, time 24 hour. Yields the product C(=O)(O)CCCCCCC=1N=CSC1\C=C\C(CCCCC)O (4-(6-carboxyhexyl)-5-(3-hydroxy-1-trans-octenyl)-thiazole). Isolated yield 74.4%. RXN SMILES: [C:1]([CH2:5][CH2:6][CH2:7][CH2:8][CH2:9][CH2:10][C:11]1[N:12]=[CH:13][S:14][C:15]=1/[CH:16]=[CH:17]/[CH:18]([OH:24])[CH2:19][CH2:20][CH2:21][CH2:22][CH3:23])([O:3]C)=[O:2].P([O-])([O-])([O-])=O.[Na].C[C@@H]([C@@H]1[C@@]2(C)[C@@H](O)C[C@@H]3[C@@]4(C)CC[C@@H](O)C[C@H]4C[C@@H](O)[C@H]3[C@@H]2CC1)CCC(NCCS([O-])(=O)=O)=O.[Na+].C(O)(=O)CC(CC(O)=O)(C(O)=O)O>O.C(OCC)(=O)C.CCCCCCC>[C:1]([CH2:5][CH2:6][CH2:7][CH2:8][CH2:9][CH2:10][C:11]1[N:12]=[CH:13][S:14][C:15]=1/[CH:16]=[CH:17]/[CH:18]([OH:24])[CH2:19][CH2:20][CH2:21][CH2:22][CH3:23])([OH:3])=[O:2] |f:3.4,^1:29|. Reported procedure: To the suspension of 1.75 g of 4-(6-carbomethoxyhexyl)-5-(3-hydroxy-1-trans-octenyl)-thiazole (Ic, R1 = H) in 35 ml of a 0.2 M phosphate buffer of pH 7.5, 175 mg of the lipase enzyme specified in Example 5, 17.5 mg of the sodium salt of taurocholic acid and 1.75 ml of a 10 % solution of gum arabic were added. The mixture was then shaken at 25° C in a screening shaker desk at 260 revolutions/minute and an amplitude of 2 cm for 24 hours, whereafter the reaction mixture was diluted with 100 ml of w... Starting materials: OC1CN2CCC1CC2 (3-Hydroxy quinuclidine), FC(C1=CC=C(OC2=CC=C(C=C2)O)C=C1)(F)F (4-(4-trifluoromethyl-phenoxy)-phenol). The product is FC(C1=CC=C(OC2=CC=C(OC3CN4CCC3CC4)C=C2)C=C1)(F)F (3-{4-[4-(trifluoromethyl)phenoxy]phenoxy}quinuclidine). RXN SMILES: [OH:1][CH:2]1[CH:7]2[CH2:8][CH2:9][N:4]([CH2:5][CH2:6]2)[CH2:3]1.[F:10][C:11]([F:27])([F:26])[C:12]1[CH:25]=[CH:24][C:15]([O:16][C:17]2[CH:22]=[CH:21][C:20](O)=[CH:19][CH:18]=2)=[CH:14][CH:13]=1>>[F:10][C:11]([F:26])([F:27])[C:12]1[CH:25]=[CH:24][C:15]([O:16][C:17]2[CH:22]=[CH:21][C:20]([O:1][CH:2]3[CH:7]4[CH2:8][CH2:9][N:4]([CH2:5][CH2:6]4)[CH2:3]3)=[CH:19][CH:18]=2)=[CH:14][CH:13]=1. Reported procedure: 3-Hydroxy quinuclidine (Aldrich, 254 mg, 2 mmol) was treated with 4-(4-trifluoromethyl-phenoxy)-phenol (Aldrich, 255 mg, 1 mmol) according to the procedure of Example 1A. The title compound was purified by chromatography (SiO2, CH2Cl2:MeOH:NH3.H2O, 90:10:1, Rf. 0.50) as oil (180 mg, yield, 49%). H NMR (MeOH-d4, 300 MHz) δ 1.50–1.58 (m, 1H), 1.64–1.85 (m, 2H), 2.00–2.15 (m, 1H), 2.20–2.30 (m, 1H), 2.76–3.10 (m, 5H), 3.38–3.50 (m, 1H), 4.60 (m, 1H), 6.96–7.04 (m, 6H), 7.60 (d, J=8.5 Hz, 2H) ppm. M... Starting materials: C([O-])(O)=O.[Na+] (Sodium bicarbonate), FC=1C=CC(=C(C1)C(/C=C/C(=O)O)=O)O ((E)-4-(5-fluoro-2-hydroxyphenyl)-4-oxo-2-butenoic acid), Cl (hydrochloric acid). The solvent is O (water). Product: FC=1C=CC2=C(C(CC(O2)C(=O)O)=O)C1 (6-Fluoro-3,4-dihydro-4-oxo-2H-1-benzopyran-2-carboxylic acid). RXN SMILES: C(=O)(O)[O-].[Na+].[F:6][C:7]1[CH:8]=[CH:9][C:10]([OH:20])=[C:11]([C:13](=[O:19])/[CH:14]=[CH:15]/[C:16]([OH:18])=[O:17])[CH:12]=1.Cl>O>[F:6][C:7]1[CH:8]=[CH:9][C:10]2[O:20][CH:15]([C:16]([OH:18])=[O:17])[CH2:14][C:13](=[O:19])[C:11]=2[CH:12]=1 |f:0.1|. Reported procedure: Sodium bicarbonate (2.10 g, 25.0 mmol) was added to a suspension of (E)-4-(5-fluoro-2-hydroxyphenyl)-4-oxo-2-butenoic acid (5.00 g, 23.8 mmol) (obtained through the process as described in Example 22) in 200 ml of distilled water and the mixture was refluxed for 10 minutes. After cooling, the reaction mixture was acidified to pH 1.0 with concentrated hydrochloric acid and then extracted with ethyl acetate. The organic layer was dried over anhydrous sodium sulfate and evaporated in vacuo to give ... Starting materials: CC=1N=C(SC1C(=O)OCC)N1C(N(CC1)C1=CC=CC=C1)=O (ethyl 4-methyl-2-(2-oxo-3-phenylimidazolidin-1-yl)thiazole-5-carboxylate), CC=1N=C(SC1C(=O)OCC)N1C(N(CC1)CCCC1=CC=CC=C1)=O (ethyl 4-methyl-2-(2-oxo-3-(3-phenylpropyl)imidazolidin-1-yl)thiazole-5-carboxylate). Yields the product CC=1N=C(SC1C(=O)O)N1C(N(CC1)CCCC1=CC=CC=C1)=O (4-methyl-2-(2-oxo-3-(3-phenylpropyl)imidazolidin-1-yl)thiazole-5-carboxylic acid). Yield: 99.0%. Reaction SMILES: CC1N=C(N2CCN(C3C=CC=CC=3)C2=O)SC=1C(OCC)=O.[CH3:24][C:25]1[N:26]=[C:27]([N:35]2[CH2:39][CH2:38][N:37]([CH2:40][CH2:41][CH2:42][C:43]3[CH:48]=[CH:47][CH:46]=[CH:45][CH:44]=3)[C:36]2=[O:49])[S:28][C:29]=1[C:30]([O:32]CC)=[O:31]>>[CH3:24][C:25]1[N:26]=[C:27]([N:35]2[CH2:39][CH2:38][N:37]([CH2:40][CH2:41][CH2:42][C:43]3[CH:48]=[CH:47][CH:46]=[CH:45][CH:44]=3)[C:36]2=[O:49])[S:28][C:29]=1[C:30]([OH:32])=[O:31]. Reported procedure: Following the procedure as described in Example 6, making variations as required to replace ethyl 4-methyl-2-(2-oxo-3-phenylimidazolidin-1-yl)thiazole-5-carboxylate with ethyl 4-methyl-2-(2-oxo-3-(3-phenylpropyl)imidazolidin-1-yl)thiazole-5-carboxylate, the title compound was obtained in 99% yield: mp 218-221° C.; 1H NMR (300 MHz, DMSO-d6) δ 7.25-7.10 (m, 5H), 3.94-3.89 (m, 2H), 3.53-3.48 (m, 2H), 3.22 (t, J=6.9 Hz, 2H), 2.55 (t, J=7.5 Hz, 2H), 2.46 (s, 3H), 1.83-1.73 (m, 2H); MS (ES+) m/z 346.2... The reactants are C(C1=CC(C(=O)[O-])=CC=C1)(=O)[O-] (isophthalate), trimellitic anhydride, OCC(C)(CO)C (neopentyl glycol), C(C1=CC=C(C(=O)[O-])C=C1)(=O)[O-] (terephthalate), C(C1=CC=C(C(=O)O)C=C1)(=O)O.CO.CO.C1CCCCC1 (cyclohexane dimethanol terephthalic acid). The product is neopentyl, C1(CCCCC1)C1=CC(=CC=C1C(=O)[O-])C(=O)[O-] (cyclohexane-terephthalate), C(C1=CC(C(=O)[O-])=CC=C1)(=O)[O-].C(C=1C(C(=O)[O-])=CC(C(=O)[O-])=CC1)(=O)[O-] (isophthalate trimellitate). RXN SMILES: [C:1]([O-:12])(=[O:11])[C:2]1[CH:10]=[CH:9][C:5]([C:6]([O-:8])=[O:7])=[CH:4][CH:3]=1.[C:13]([O-:24])(=[O:23])[C:14]1[CH:22]=[CH:21][CH:20]=[C:16]([C:17]([O-:19])=[O:18])[CH:15]=1.OCC(C)(CO)C.[C:32]([OH:43])(=[O:42])[C:33]1[CH:41]=[CH:40][C:36]([C:37]([OH:39])=[O:38])=[CH:35][CH:34]=1.CO.CO.C1CCCCC1>>[CH:14]1([C:9]2[C:5]([C:6]([O-:8])=[O:7])=[CH:4][CH:3]=[C:2]([C:1]([O-:12])=[O:11])[CH:10]=2)[CH2:22][CH2:21][CH2:20][CH2:16][CH2:15]1.[C:13]([O-:24])(=[O:23])[C:14]1[CH:22]=[CH:21][CH:20]=[C:16]([C:17]([O-:19])=[O:18])[CH:15]=1.[C:32]([O-:43])(=[O:42])[C:33]1[C:34](=[CH:35][C:36](=[CH:40][CH:41]=1)[C:37]([O-:39])=[O:38])[C:6]([O-:8])=[O:7] |f:3.4.5.6,8.9|. Procedure details: The terephthalate or isophthalate from Stage I is in the form of a neopentyl glycol or cyclohexane dimethanol terephthalic acid oligomer which is then reacted in in Stage II with trimellitic anhydride or acid to provide a neopentyl or cyclohexane-terephthalate or isophthalate-trimellitate. The mole ratio of the neopentyl or cyclohexane terephthalate or isophthlate to the trimellitic anhydride or acid is in the range of between about 2.5 and about 5.5. Starting materials: C(C1=CC=CC=C1)N1CCOC2=C(C1)N=CC(=N2)Cl (8-benzyl-3-chloro-6,7,8,9-tetrahydropyrazino[2,3-f][1,4]oxazepine), C(C)[C@H]1NCCOC1 ((3R)-3-ethylmorpholine), CC(C)C1=CC(=C(C(=C1)C(C)C)C2=C(C=CC=C2)P(C3CCCCC3)C4CCCCC4)C(C)C (XPhos), CC(C)([O-])C.[Na+] (sodium tert-butoxide). The reagents and catalysts are C=1C=CC(=CC1)/C=C/C(=O)/C=C/C2=CC=CC=C2.C=1C=CC(=CC1)/C=C/C(=O)/C=C/C2=CC=CC=C2.C=1C=CC(=CC1)/C=C/C(=O)/C=C/C2=CC=CC=C2.[Pd].[Pd] (Pd2(dba)3). The solvent is C1(=CC=CC=C1)C (toluene), O (Water). Run at temperature 100 celsius. Yields the product C(C1=CC=CC=C1)N1CCOC2=C(C1)N=CC(=N2)N2[C@@H](COCC2)CC (8-benzyl-3-[(3R)-3-ethylmorpholin-4-yl]-6,7,8,9-tetrahydropyrazino[2,3-f][1,4]oxazepine). Yield: 33.3%. Reaction SMILES: [CH2:1]([N:8]1[CH2:14][C:13]2[N:15]=[CH:16][C:17](Cl)=[N:18][C:12]=2[O:11][CH2:10][CH2:9]1)[C:2]1[CH:7]=[CH:6][CH:5]=[CH:4][CH:3]=1.[CH2:20]([C@@H:22]1[CH2:27][O:26][CH2:25][CH2:24][NH:23]1)[CH3:21].CC(C1C=C(C(C)C)C(C2C=CC=CC=2P(C2CCCCC2)C2CCCCC2)=C(C(C)C)C=1)C.CC(C)([O-])C.[Na+]>C1(C)C=CC=CC=1.C1C=CC(/C=C/C(/C=C/C2C=CC=CC=2)=O)=CC=1.C1C=CC(/C=C/C(/C=C/C2C=CC=CC=2)=O)=CC=1.C1C=CC(/C=C/C(/C=C/C2C=CC=CC=2)=O)=CC=1.[Pd].[Pd].O>[CH2:1]([N:8]1[CH2:14][C:13]2[N:15]=[CH:16][C:17]([N:23]3[CH2:24][CH2:25][O:26][CH2:27][C@H:22]3[CH2:20][CH3:21])=[N:18][C:12]=2[O:11][CH2:10][CH2:9]1)[C:2]1[CH:7]=[CH:6][CH:5]=[CH:4][CH:3]=1 |f:3.4,6.7.8.9.10|. Procedure: A suspension of 8-benzyl-3-chloro-6,7,8,9-tetrahydropyrazino[2,3-f][1,4]oxazepine (308 mg), (3R)-3-ethylmorpholine (193 mg), Pd2(dba)3 (31 mg), XPhos (64 mg) and sodium tert-butoxide (216 mg) in toluene (6 mL) was stirred under an argon atmosphere with heating at 100° C. for 2 hr. Water was added to the reaction mixture, the aqueous layer was extracted with ethyl acetate, and the organic layer was washed with saturated brine, dried over anhydrous magnesium sulfate, and concentrated under reduced...